From a dataset of the Open Reaction Database (ORD), a public repository of structured organic reaction records. describe an organic reaction: reactants, conditions, products, and yield Starting materials: Cl.FC1=C(C=CC=C1F)CCC(=N)N (3-(2,3-difluorophenyl)-propionamidine hydrochloride), [O-]CC.[Na+] (sodium ethoxide), C(C)OC(=O)C1C(CCC1)=O (2-Oxo-cyclopentanecarboxylic acid ethyl ester). Run in C(C)O (ethanol). Reaction conditions: time 1 hour. The product is FC1=C(C=CC=C1F)CCC=1NC2=C(C(N1)=O)CCC2 (2-[2-(2,3-Difluorophenyl)ethyl]-1,5,6,7-tetrahydrocyclopentapyrimidin-4-one). The yield is 56.4%. As a reaction SMILES: Cl.[F:2][C:3]1[C:8]([F:9])=[CH:7][CH:6]=[CH:5][C:4]=1[CH2:10][CH2:11][C:12]([NH2:14])=[NH:13].[O-]CC.[Na+].C([O:21][C:22]([CH:24]1[CH2:28][CH2:27][CH2:26][C:25]1=O)=O)C>C(O)C>[F:2][C:3]1[C:8]([F:9])=[CH:7][CH:6]=[CH:5][C:4]=1[CH2:10][CH2:11][C:12]1[NH:14][C:25]2[CH2:26][CH2:27][CH2:28][C:24]=2[C:22](=[O:21])[N:13]=1 |f:0.1,2.3|. Procedure: To a solution of 3-(2,3-difluorophenyl)-propionamidine hydrochloride (Int. A3) (3.90 g, 17.7 mmol) in ethanol (80 ml) was added sodium ethoxide (1.44 g, 21.2 mmol) in portions and resulting slurry stirred at ambient temperature for 1 h. 2-Oxo-cyclopentanecarboxylic acid ethyl ester (3.09 ml, 21.2 mmol) was then added and the mixture refluxed for 2 days. Evaporation of the reaction mixture followed by chromatography (silica, dichloromethane-acetone) gave the title compound (2.76 g, 56%) as a crea... Reactants: ClC1=C(C=NC2=CC=C(C(=C12)OCCOC)OCCOC)C#N (4-Chloro-5,6-bis(2-methoxyethoxy)-3-quinolinecarbonitrile), CC(=O)C1=CC(=CC=C1)N (3-aminoacetophenone). Yields the product C(C)(=O)C=1C=C(C=CC1)NC1=C(C=NC2=CC=C(C(=C12)OCCOC)OCCOC)C#N (4-[(3-Acetylphenyl)amino]-5,6-bis(2-methoxyethoxy)-3-quinolinecarbonitrile). RXN SMILES: Cl[C:2]1[C:11]2[C:6](=[CH:7][CH:8]=[C:9]([O:17][CH2:18][CH2:19][O:20][CH3:21])[C:10]=2[O:12][CH2:13][CH2:14][O:15][CH3:16])[N:5]=[CH:4][C:3]=1[C:22]#[N:23].[CH3:24][C:25]([C:27]1[CH:32]=[CH:31][CH:30]=[C:29]([NH2:33])[CH:28]=1)=[O:26]>>[C:25]([C:27]1[CH:28]=[C:29]([NH:33][C:2]2[C:11]3[C:6](=[CH:7][CH:8]=[C:9]([O:17][CH2:18][CH2:19][O:20][CH3:21])[C:10]=3[O:12][CH2:13][CH2:14][O:15][CH3:16])[N:5]=[CH:4][C:3]=2[C:22]#[N:23])[CH:30]=[CH:31][CH:32]=1)(=[O:26])[CH3:24]. Procedure details: In the manner of Example 116, 4-Chloro-5,6-bis(2-methoxyethoxy)-3-quinolinecarbonitrile was reacted with 3-aminoacetophenone to give the title compound; recrystallized from ethanol to give off-white solid, mp 250-253 (dec). The reactants are CN1C(=NC=C1CO)[N+](=O)[O-] (1-methyl-2-nitroimidazole-5-methanol), C1(=CC=C(C=C1)S(=O)(=O)Cl)C (p-toluenesulphonyl chloride), C(C)(C)NC(C)C.[Li] (lithium diisopropylamine), solution, C(CCC)[Li] (butyl lithium), C(C)(C)NC(C)C (diisopropylamine). The solvent is O1CCCC1 (tetrahydrofuran), CN(C=O)C (dimethylformamide), O1CCCC1 (tetrahydrofuran), CCCCCC (hexane), O1CCCC1 (tetrahydrofuran). Reaction conditions: temperature -60 celsius, time 30 minute. Product: ClCC1=CN=C(N1C)[N+](=O)[O-] (5-(chloromethyl)-1-methyl-2-nitroimidazole). The yield is 48.8%. RXN SMILES: C(NC(C)C)(C)C.[Li].C([Li])CCC.C(NC(C)C)(C)C.[CH3:21][N:22]1[C:26]([CH2:27]O)=[CH:25][N:24]=[C:23]1[N+:29]([O-:31])=[O:30].C1(C)C=CC(S([Cl:41])(=O)=O)=CC=1>CCCCCC.O1CCCC1.CN(C)C=O>[Cl:41][CH2:27][C:26]1[N:22]([CH3:21])[C:23]([N+:29]([O-:31])=[O:30])=[N:24][CH:25]=1 |f:0.1,^1:7|. Procedure details: A lithium diisopropylamine solution (prepared from 65 ml of a 2.2 molar solution of butyl lithium in hexane and 14.5 g of diisopropylamine in 150 ml of tetrahydrofuran) was added dropwise at a temperature of -60° C. within 15 minutes to a solution of 22 g of 1-methyl-2-nitroimidazole-5-methanol in 300 ml of tetrahydrofuran and 150 ml of dimethylformamide. The mixture was stirred at -60° C. for 30 minutes and treated with 28 g of p-toluenesulphonyl chloride in 150 ml of tetrahydrofuran. After rem... The reactants are C(C)OC(=O)C1(CCN(CC1)CC1=CC=CC=C1)C1=C(C=CC=C1)C#C[Si](CC)(CC)CC (ethyl-1-benzyl-4-(2-(2-(triethylsilyl)ethynyl)phenyl)-piperidine-4-carboxylate), CC(C)([O-])C.[K+] (potassium t-butoxide). Run in CO (MeOH). Run at temperature 40 celsius. Product: C(C1=CC=CC=C1)N1CCC(CC1)(C(=O)OCC)C1=C(C=CC=C1)C#C (Ethyl 1-benzyl-4-(2-ethynylphenyl)piperidine-4-carboxylate). Yield: 57.6%. Reaction SMILES: [CH2:1]([O:3][C:4]([C:6]1([C:19]2[CH:24]=[CH:23][CH:22]=[CH:21][C:20]=2[C:25]#[C:26][Si](CC)(CC)CC)[CH2:11][CH2:10][N:9]([CH2:12][C:13]2[CH:18]=[CH:17][CH:16]=[CH:15][CH:14]=2)[CH2:8][CH2:7]1)=[O:5])[CH3:2].CC(C)([O-])C.[K+]>CO>[CH2:12]([N:9]1[CH2:8][CH2:7][C:6]([C:19]2[CH:24]=[CH:23][CH:22]=[CH:21][C:20]=2[C:25]#[CH:26])([C:4]([O:3][CH2:1][CH3:2])=[O:5])[CH2:11][CH2:10]1)[C:13]1[CH:14]=[CH:15][CH:16]=[CH:17][CH:18]=1 |f:1.2|. Reported procedure: To a solution of ethyl-1-benzyl-4-(2-(2-(triethylsilyl)ethynyl)phenyl)-piperidine-4-carboxylate (0.50 g, 1.1 mmol) and MeOH (10 mL), was added potassium t-butoxide (0.15 g, 1.3 mmol). The reaction mixture was heated at 40° C. for 15 hours. The reaction mixture was then concentrated in vacuo and loaded on a silica gel column and purified by Isco HPLC (0-50% EtOAc/hexane) to give the title compound as a viscous light yellow oil (0.22 g). MS m/e=348 (M+H)+. The reactants are ClC1=C(C=CC=C1Cl)C1C(=C(NC(=C1C(=O)OC)C)COCC(CC(=O)OCC)=O)C(=O)OCC (ethyl 4-{[4-(2,3-dichlorophenyl)-3-ethoxycarbonyl-5-methoxycarbonyl-6-methyl-1,4-dihydropyrid-2-yl]methoxy}acetoacetate), [H-].[Al+3].[Li+].[H-].[H-].[H-] (lithium aluminium hydride), ice. The solvent is O1CCCC1 (tetrahydrofuran), O1CCCC1 (tetrahydrofuran). Conditions: time 40 minute. Yields the product ClC1=C(C=CC=C1Cl)C1C(=C(NC(=C1C(=O)OC)C)COCC(CCO)O)C(=O)OCC (1-{[4-(2,3-Dichlorophenyl)-3-ethoxycarbonyl-5-methoxycarbonyl-6-methyl-1,4-dihydropyrid-2-yl]methoxy}-2,4-dihydroxybutane). Isolated yield 27.3%. Reaction SMILES: [Cl:1][C:2]1[C:7]([Cl:8])=[CH:6][CH:5]=[CH:4][C:3]=1[CH:9]1[C:14]([C:15]([O:17][CH3:18])=[O:16])=[C:13]([CH3:19])[NH:12][C:11]([CH2:20][O:21][CH2:22][C:23](=[O:30])[CH2:24][C:25](OCC)=[O:26])=[C:10]1[C:31]([O:33][CH2:34][CH3:35])=[O:32].[H-].[Al+3].[Li+].[H-].[H-].[H-]>O1CCCC1>[Cl:1][C:2]1[C:7]([Cl:8])=[CH:6][CH:5]=[CH:4][C:3]=1[CH:9]1[C:14]([C:15]([O:17][CH3:18])=[O:16])=[C:13]([CH3:19])[NH:12][C:11]([CH2:20][O:21][CH2:22][CH:23]([OH:30])[CH2:24][CH2:25][OH:26])=[C:10]1[C:31]([O:33][CH2:34][CH3:35])=[O:32] |f:1.2.3.4.5.6|. Procedure: A solution of ethyl 4-{[4-(2,3-dichlorophenyl)-3-ethoxycarbonyl-5-methoxycarbonyl-6-methyl-1,4-dihydropyrid-2-yl]methoxy}acetoacetate (0.99 g) (see European patent application publication no. 0132375) in tetrahydrofuran (10 ml) was added dropwise over five minutes to a stirred, ice-cooled suspension of lithium aluminium hydride (0.19 g) in tetrahydrofuran (20 ml). The ice-cooled mixture was stirred for 40 minutes, quenched into water and partitioned between ethyl acetate and 1M hydrochloric acid... Starting materials: C(C)N(CCN1N=C2C=3C(=C(C=CC13)[N+](=O)[O-])OC1=C2C=C(C=C1)OC)CC (N,N-diethyl-9-methoxy-5-nitro-2H-[1]-benzopyrano[4,3,2-cd]indazole-2-ethanamine). The reagents and catalysts are [Pd] (palladium on carbon). Run in O1CCCC1 (tetrahydrofuran). Yields the product NC1=C2C=3C(=NN(C3C=C1)CCN(CC)CC)C1=C(O2)C=CC(=C1)OC (5-amino-N,N-diethyl-9-methoxy-2H-[1]benzopyrano[4,3,2-cd]indazole-2-ethanamine). As a reaction SMILES: [CH2:1]([N:3]([CH2:27][CH3:28])[CH2:4][CH2:5][N:6]1[C:14]2[CH:13]=[CH:12][C:11]([N+:15]([O-])=O)=[C:10]3[O:18][C:19]4[CH:24]=[CH:23][C:22]([O:25][CH3:26])=[CH:21][C:20]=4[C:8]([C:9]=23)=[N:7]1)[CH3:2]>[Pd].O1CCCC1>[NH2:15][C:11]1[CH:12]=[CH:13][C:14]2[N:6]([CH2:5][CH2:4][N:3]([CH2:1][CH3:2])[CH2:27][CH3:28])[N:7]=[C:8]3[C:20]4[CH:21]=[C:22]([O:25][CH3:26])[CH:23]=[CH:24][C:19]=4[O:18][C:10]=1[C:9]=23. Procedure: A mixture of 5 g of N,N-diethyl-9-methoxy-5-nitro-2H-[1]-benzopyrano[4,3,2-cd]indazole-2-ethanamine, and 0.940 g of 10% palladium on carbon, in 250 ml of tetrahydrofuran was stirred under hydrogen atmosphere for 18 hours, filtered, and the filtrate concentrated to give 5-amino-N,N-diethyl-9-methoxy-2H-[1]benzopyrano[4,3,2-cd]indazole-2-ethanamine. The reactants are C(C)(C)(C)OC(=O)N1[C@H](C(=O)NCCCC2=CC=CC=C2)CCC1 (1-(tert-butyloxycarbonyl)-N-(3-phenylpropyl)-L-prolinamide), C(C)(=O)OCC.Cl (ethyl acetate hydrogen chloride). The product is Cl.C1(=CC=CC=C1)CCCNC([C@H]1NCCC1)=O (N-(3-phenylpropyl)-L-prolinamide hydrochloride). RXN SMILES: C(OC([N:8]1[CH2:24][CH2:23][CH2:22][C@H:9]1[C:10]([NH:12][CH2:13][CH2:14][CH2:15][C:16]1[CH:21]=[CH:20][CH:19]=[CH:18][CH:17]=1)=[O:11])=O)(C)(C)C.C(OCC)(=O)C.[ClH:31]>>[ClH:31].[C:16]1([CH2:15][CH2:14][CH2:13][NH:12][C:10](=[O:11])[C@@H:9]2[CH2:22][CH2:23][CH2:24][NH:8]2)[CH:17]=[CH:18][CH:19]=[CH:20][CH:21]=1 |f:1.2,3.4|. Procedure details: A solution of 1-(tert-butyloxycarbonyl)-N-(3-phenylpropyl)-L-prolinamide (2.88 g.) in ethyl acetate-hydrogen chloride (3.9 N, 30 ml.) was stirred at room temperature for one half hour, then concentrated. A solution of the residue (2.80 g.) in ethyl acetate was concentrated, affording N-(3-phenylpropyl)-L-prolinamide hydrochloride as a syrup. The reactants are BrC1=CC(=C(C=C1)NN)F ((4-bromo-2-fluorophenyl)hydrazine), CO (methanol), I.C(C)(=N)SC (methyl ethanimidothioate hydroiodide). Conditions: time 40 minute. The product is BrC1=CC(=C(C=C1)N1N=C(N=C1)C)F (1-(4-bromo-2-fluorophenyl)-3-methyl-1H-1,2,4-triazole). As a reaction SMILES: [Br:1][C:2]1[CH:7]=[CH:6][C:5]([NH:8][NH2:9])=[C:4]([F:10])[CH:3]=1.I.[C:12](SC)(=[NH:14])[CH3:13].[CH3:17]O>>[Br:1][C:2]1[CH:7]=[CH:6][C:5]([N:8]2[CH:17]=[N:14][C:12]([CH3:13])=[N:9]2)=[C:4]([F:10])[CH:3]=1 |f:1.2|. Procedure: To a mixture of (4-bromo-2-fluorophenyl)hydrazine (3.4 g) in methanol (25 mL) was added methyl ethanimidothioate hydroiodide (3.6 g), and the mixture was stirred at room temperature for 40 min. The solvent was evaporated under reduced pressure. To a mixture of the obtained residue in toluene (20 mL) were added methyl orthoformate (15 mL) and pyridine (15 mL), and the mixture was stirred at 100° C. for 9 hr. The reaction mixture was allowed to cool to room temperature, and diluted with saturated ... The reactants are [Si](C)(C)(C(C)(C)C)O[C@@H]1C=2C(=C(C(=NC2CC(C1)(C)C)C(C)C)C=O)I ((S)-5-(tert-butyldimethylsilyloxy)-4-iodo-2-isopropyl-7,7-dimethyl-5,6,7,8-tetrahydroquinoline-3-carbaldehyde), BrC1=CC(=C(C=C1)C(F)(F)F)F (4-bromo-2-fluoro-benzotrifluoride). The product is [Si](C)(C)(C(C)(C)C)O[C@@H]1C=2C(=C(C(=NC2CC(C1)(C)C)C(C)C)[C@@H](O)C1=CC(=C(C=C1)C(F)(F)F)F)I ((S)—((S)-5-(tert-butyldimethylsilyloxy)-4-iodo-2-isopropyl-7,7-dimethyl-5,6,7,8-tetrahydroquinolin-3-yl)(3-fluoro-4-(trifluoromethyl)phenyl)methanol). As a reaction SMILES: [Si:1]([O:8][C@H:9]1[CH2:18][C:17]([CH3:20])([CH3:19])[CH2:16][C:15]2[N:14]=[C:13]([CH:21]([CH3:23])[CH3:22])[C:12]([CH:24]=[O:25])=[C:11]([I:26])[C:10]1=2)([C:4]([CH3:7])([CH3:6])[CH3:5])([CH3:3])[CH3:2].Br[C:28]1[CH:33]=[CH:32][C:31]([C:34]([F:37])([F:36])[F:35])=[C:30]([F:38])[CH:29]=1>>[Si:1]([O:8][C@H:9]1[CH2:18][C:17]([CH3:19])([CH3:20])[CH2:16][C:15]2[N:14]=[C:13]([CH:21]([CH3:22])[CH3:23])[C:12]([C@H:24]([C:28]3[CH:33]=[CH:32][C:31]([C:34]([F:36])([F:37])[F:35])=[C:30]([F:38])[CH:29]=3)[OH:25])=[C:11]([I:26])[C:10]1=2)([C:4]([CH3:5])([CH3:6])[CH3:7])([CH3:3])[CH3:2]. Procedure details: Obtained by starting from (S)-5-(tert-butyldimethylsilyloxy)-4-iodo-2-isopropyl-7,7-dimethyl-5,6,7,8-tetrahydroquinoline-3-carbaldehyde and 4-bromo-2-fluoro-benzotrifluoride. The reactants are C1CCOC1, COC(=O)C1CC(O)CN1C(=O)OCc1ccccc1, N#Cc1ccc(O)cc1, c1ccc(P(c2ccccc2)c2ccccc2)cc1. The product is COC(=O)C1CC(Oc2ccc(C#N)cc2)CN1C(=O)OCc1ccccc1. Reaction SMILES: [CH2:49]1[O:50][CH2:51][CH2:52][CH2:53]1.[CH3:1][O:2][C:3]([CH:4]1[N:5]([C:10](=[O:11])[O:12][CH2:13][c:14]2[cH:15][cH:16][cH:17][cH:18][cH:19]2)[CH2:6][CH:7]([OH:9])[CH2:8]1)=[O:20].[OH:40][c:41]1[cH:42][cH:43][c:44]([C:47]#[N:48])[cH:45][cH:46]1.[c:21]1([P:22]([c:23]2[cH:24][cH:25][cH:26][cH:27][cH:28]2)[c:29]2[cH:30][cH:31][cH:32][cH:33][cH:34]2)[cH:35][cH:36][cH:37][cH:38][cH:39]1>>[CH3:1][O:2][C:3]([CH:4]1[N:5]([C:10](=[O:11])[O:12][CH2:13][c:14]2[cH:15][cH:16][cH:17][cH:18][cH:19]2)[CH2:6][CH:7]([O:9][c:41]2[cH:42][cH:43][c:44]([C:47]#[N:48])[cH:45][cH:46]2)[CH2:8]1)=[O:20].